From a dataset of the Open Reaction Database (ORD), a public repository of structured organic reaction records. describe an organic reaction: reactants, conditions, products, and yield Reactants: ice, C(C)(=O)OCC (ethyl acetate), (NH4)2SO4, C1=CC2=C(C=C1C(=O)O)C(=O)OC2=O (trimellitic acid anhydride), OO (hydrogen peroxide), S(O)(O)(=O)=O (sulfuric acid). The solvent is CS(=O)(=O)O (methane-sulfonic acid). Run at temperature 15 celsius. Product: C(C=1C(C(=O)O)=CC(C(=O)OO)=CC1)(=O)OO (diperoxy trimellitic acid). The yield is 70.7%. Reaction SMILES: [CH:1]1[C:6]([C:7](O)=[O:8])=[CH:5]C2C([O:12][C:13](=[O:14])[C:3]=2[CH:2]=1)=O.S(=O)(=O)(O)[OH:16].[OH:20][OH:21].[C:22]([O:25]CC)(=[O:24])[CH3:23]>CS(O)(=O)=O>[C:13]([O:12][OH:16])(=[O:14])[C:3]1[C:23](=[CH:5][C:6](=[CH:1][CH:2]=1)[C:7]([O:20][OH:21])=[O:8])[C:22]([OH:25])=[O:24]. Reported procedure: 4.00 g (0.0221 mol) trimellitic acid anhydride was dissolved in 60 ml 98% methane-sulfonic acid and 20 ml 98% sulfuric acid during 1 hour at 40° C. and was then cooled to 15° C. 4.99 g (0.125 mol) 85% hydrogen peroxide was added by drops during 15 minutes. After 2 hours at 30° C. the mixture was cooled and gently poured into 800 ml ice-cold (0°-10° C.) ethyl acetate under agitation, whereupon 200 ml saturated (NH4)2SO4 solution was added. After 2 hours vigorous agitation the ethyl acetate phase ... Reaction SMILES: [CH3:16][O-:17].[CH3:19][OH:20].[Cl:1][c:2]1[n:3][cH:4][c:5]([C:12](=[O:13])[O:14][CH3:15])[c:6]([C:8]([F:9])([F:10])[F:11])[n:7]1.[Na+:18]>>[c:2]1([O:17][CH3:16])[n:3][cH:4][c:5]([C:12](=[O:13])[O:14][CH3:15])[c:6]([C:8]([F:9])([F:10])[F:11])[n:7]1. Product: COC(=O)c1cnc(OC)nc1C(F)(F)F. Reactants: C[O-], CO, COC(=O)c1cnc(Cl)nc1C(F)(F)F, [Na+]. Starting materials: CC(c1ccc(Br)cc1)N1CCC(CCCN(C)S(C)(=O)=O)(c2ccccc2)OC1=O, Cc1cc(B(O)O)ccn1. The product is Cc1cc(-c2ccc(C(C)N3CCC(CCCN(C)S(C)(=O)=O)(c4ccccc4)OC3=O)cc2)ccn1. Reaction SMILES: [Br:1][c:2]1[cH:3][cH:4][c:5]([CH:8]([CH3:9])[N:10]2[C:11](=[O:31])[O:12][C:13]([c:16]3[cH:17][cH:18][cH:19][cH:20][cH:21]3)([CH2:22][CH2:23][CH2:24][N:25]([S:26](=[O:27])(=[O:28])[CH3:29])[CH3:30])[CH2:14][CH2:15]2)[cH:6][cH:7]1.[CH3:32][c:33]1[n:34][cH:35][cH:36][c:37]([B:39]([OH:40])[OH:41])[cH:38]1>>[c:2]1(-[c:37]2[cH:36][cH:35][n:34][c:33]([CH3:32])[cH:38]2)[cH:3][cH:4][c:5]([CH:8]([CH3:9])[N:10]2[C:11](=[O:31])[O:12][C:13]([c:16]3[cH:17][cH:18][cH:19][cH:20][cH:21]3)([CH2:22][CH2:23][CH2:24][N:25]([S:26](=[O:27])(=[O:28])[CH3:29])[CH3:30])[CH2:14][CH2:15]2)[cH:6][cH:7]1.